From a dataset of the Open Reaction Database (ORD), a public repository of structured organic reaction records. describe an organic reaction: reactants, conditions, products, and yield Reactants: 2-L, NC=1C(=NC(=CC1NC(=O)C1=C(C(=NN1C)C(C)(C)C)Cl)C1=C(C=CC=C1)Cl)OC (N-(3-amino-6-(2-chlorophenyl)-2-methoxypyridin-4-yl)-3-tert-butyl-4-chloro-1-methyl-1H-pyrazole-5-carboxamide). Run in CC(=O)O (AcOH). Reaction conditions: temperature 90 celsius, time 1.5 minute. Product: C(C)(C)(C)C1=NN(C(=C1Cl)C1=NC2=C(C(=NC(=C2)C2=C(C=CC=C2)Cl)OC)N1)C (2-(3-tert-Butyl-4-chloro-1-methyl-1H-pyrazol-5-yl)-6-(2-chlorophenyl)-4-methoxy-3H-imidazo[4,5-c]pyridine). RXN SMILES: [NH2:1][C:2]1[C:3]([O:29][CH3:30])=[N:4][C:5]([C:22]2[CH:27]=[CH:26][CH:25]=[CH:24][C:23]=2[Cl:28])=[CH:6][C:7]=1[NH:8][C:9]([C:11]1[N:15]([CH3:16])[N:14]=[C:13]([C:17]([CH3:20])([CH3:19])[CH3:18])[C:12]=1[Cl:21])=O>CC(O)=O>[C:17]([C:13]1[C:12]([Cl:21])=[C:11]([C:9]2[NH:1][C:2]3[C:3]([O:29][CH3:30])=[N:4][C:5]([C:22]4[CH:27]=[CH:26][CH:25]=[CH:24][C:23]=4[Cl:28])=[CH:6][C:7]=3[N:8]=2)[N:15]([CH3:16])[N:14]=1)([CH3:20])([CH3:19])[CH3:18]. Procedure details: A 2-L four neck round bottom flask equipped with mechanical stirrer, reflux condenser with nitrogen outlet, positive pressure nitrogen inlet and thermocouple was charged with N-(3-amino-6-(2-chlorophenyl)-2-methoxypyridin-4-yl)-3-tert-butyl-4-chloro-1-methyl-1H-pyrazole-5-carboxamide (156.2 g, 0.346 mol) and AcOH (glacial, 780 mL). The resulting mixture was heated to 90° C. for 2 h. The resulting mixture was then was cooled to 50° C., transferred to a one-neck round bottom flask and concentrated... The reactants are C(C)(=O)NC1=C(C=C(C(=O)OC)C=C1)OCCO (methyl 4-acetylamino-3-(2-hydroxyethoxy)benzoate), [OH-].[Na+] (NaOH), Cl (HCl). The solvent is C(C)(=O)OCC (ethyl acetate). Run at time 1 hour. Product: C(C)(=O)NC1=C(C=C(C(=O)O)C=C1)OCCO (4-Acetylamino-3-(2-hydroxyethoxy)benzoic acid). The yield is 32.7%. RXN SMILES: [C:1]([NH:4][C:5]1[CH:14]=[CH:13][C:8]([C:9]([O:11]C)=[O:10])=[CH:7][C:6]=1[O:15][CH2:16][CH2:17][OH:18])(=[O:3])[CH3:2].[OH-].[Na+].Cl>C(OCC)(=O)C>[C:1]([NH:4][C:5]1[CH:14]=[CH:13][C:8]([C:9]([OH:11])=[O:10])=[CH:7][C:6]=1[O:15][CH2:16][CH2:17][OH:18])(=[O:3])[CH3:2] |f:1.2|. Procedure details: A sample of methyl 4-acetylamino-3-(2-hydroxyethoxy)benzoate (1.51 g, 0.0060 mol) was suspended in 1N NaOH (12.0 mL, 0.0119 mol). After stirring for 1 h, thin-layer chromatographic analysis (SiO2, ethyl acetate) showed disappearance of starting material along with appearance of a new lower-running spot (Rf =0.1) indicating the reaction was complete. The reaction mixture when neutralized with concentrated HCl formed a white precipitate. The material was collected by filtration, washed with water,... Procedure: To a solution of 3-{7-(cyclopentylamino)-3-[2-(cyclopentylamino)-4-pyrimidinyl]pyrazolo[1,5-a]pyridin-2-yl}phenol (400 mg, 0.88 mmol) in acetonitrile (80 mL) was added cesium carbonate (315 mg, 0.97 mmol) and (bromomethyl)-cyclopropane (0.26 mL, 2.64 mmol). The reaction mixture was heated at reflux for 6 hours. After the reaction was cooled to room temperature, ethyl acetate was added and the organic phase was washed with water, brine and dried over magnesium sulfate. Filtration and concentratio... Yield: 71.5%. The reactants are C1(CCCC1)NC1=CC=CC=2N1N=C(C2C2=NC(=NC=C2)NC2CCCC2)C=2C=C(C=CC2)O (3-{7-(cyclopentylamino)-3-[2-(cyclopentylamino)-4-pyrimidinyl]pyrazolo[1,5-a]pyridin-2-yl}phenol), C([O-])([O-])=O.[Cs+].[Cs+] (cesium carbonate), BrCC1CC1 ((bromomethyl)-cyclopropane), C(C)(=O)OCC (ethyl acetate). Solvent: C(C)#N (acetonitrile). RXN SMILES: [CH:1]1([NH:6][C:7]2[N:12]3[N:13]=[C:14]([C:28]4[CH:29]=[C:30]([OH:34])[CH:31]=[CH:32][CH:33]=4)[C:15]([C:16]4[CH:21]=[CH:20][N:19]=[C:18]([NH:22][CH:23]5[CH2:27][CH2:26][CH2:25][CH2:24]5)[N:17]=4)=[C:11]3[CH:10]=[CH:9][CH:8]=2)[CH2:5][CH2:4][CH2:3][CH2:2]1.C(=O)([O-])[O-].[Cs+].[Cs+].Br[CH2:42][CH:43]1[CH2:45][CH2:44]1.C(OCC)(=O)C>C(#N)C>[CH:1]1([NH:6][C:7]2[N:12]3[N:13]=[C:14]([C:28]4[CH:33]=[CH:32][CH:31]=[C:30]([O:34][CH2:42][CH:43]5[CH2:45][CH2:44]5)[CH:29]=4)[C:15]([C:16]4[CH:21]=[CH:20][N:19]=[C:18]([NH:22][CH:23]5[CH2:24][CH2:25][CH2:26][CH2:27]5)[N:17]=4)=[C:11]3[CH:10]=[CH:9][CH:8]=2)[CH2:2][CH2:3][CH2:4][CH2:5]1 |f:1.2.3|. Product: C1(CCCC1)NC1=CC=CC=2N1N=C(C2C2=NC(=NC=C2)NC2CCCC2)C2=CC(=CC=C2)OCC2CC2 (N-cyclopentyl-3-[2-(cyclopentylamino)-4-pyrimidinyl]-2-[3-(cyclopropylmethoxy)phenyl]pyrazolo[1,5-a]pyridin-7-amine). The reactants are CC(=O)OCC(C)(C)C(=O)N(C1CCCCC1)C1CCN(C(=O)OCc2ccccc2)C1, C1COCCO1. Product: CC(=O)OCC(C)(C)C(=O)N(C1CCCCC1)C1CCNC1. As a reaction SMILES: [C:1]([O:2][CH2:3][c:4]1[cH:5][cH:6][cH:7][cH:8][cH:9]1)(=[O:10])[N:11]1[CH2:12][CH:13]([N:16]([C:17]([C:18]([CH2:19][O:20][C:21]([CH3:22])=[O:23])([CH3:24])[CH3:25])=[O:26])[CH:27]2[CH2:28][CH2:29][CH2:30][CH2:31][CH2:32]2)[CH2:14][CH2:15]1.[O:33]1[CH2:34][CH2:35][O:36][CH2:37][CH2:38]1>>[NH:11]1[CH2:12][CH:13]([N:16]([C:17]([C:18]([CH2:19][O:20][C:21]([CH3:22])=[O:23])([CH3:24])[CH3:25])=[O:26])[CH:27]2[CH2:28][CH2:29][CH2:30][CH2:31][CH2:32]2)[CH2:14][CH2:15]1.